This data is from the Open Reaction Database (ORD), a public repository of structured organic reaction records. The task is: describe an organic reaction: reactants, conditions, products, and yield Starting materials: Cn1c(C(F)(F)F)cc(=O)n(-c2ccc(Cl)c(C(=O)O)c2)c1=O, C1CCOC1, O. The product is Cn1c(C(F)(F)F)cc(=O)n(-c2ccc(Cl)c(CO)c2)c1=O. As a reaction SMILES: [Cl:1][c:2]1[c:3]([C:4](=[O:5])[OH:6])[cH:7][c:8](-[n:11]2[c:12](=[O:23])[n:13]([CH3:22])[c:14]([C:18]([F:19])([F:20])[F:21])[cH:15][c:16]2=[O:17])[cH:9][cH:10]1.[O:25]1[CH2:26][CH2:27][CH2:28][CH2:29]1.[OH2:24]>>[Cl:1][c:2]1[c:3]([CH2:4][OH:5])[cH:7][c:8](-[n:11]2[c:12](=[O:23])[n:13]([CH3:22])[c:14]([C:18]([F:19])([F:20])[F:21])[cH:15][c:16]2=[O:17])[cH:9][cH:10]1. RXN SMILES: [CH3:1][O:2][CH:3]([O:6][CH3:7])[CH2:4][NH2:5].C(=O)([O-])[O-].[K+].[K+].[CH:14]1([CH2:19][CH2:20][CH2:21]I)[CH2:18][CH2:17][CH2:16][CH2:15]1>CN(C)C=O>[CH:14]1([CH2:19][CH2:20][CH2:21][NH:5][CH2:4][CH:3]([O:6][CH3:7])[O:2][CH3:1])[CH2:18][CH2:17][CH2:16][CH2:15]1 |f:1.2.3|. Reactants: COC(CN)OC (2-aminoacetaldehyde dimethyl acetal), C([O-])([O-])=O.[K+].[K+] (potassium carbonate), C1(CCCC1)CCCI (3-cyclopentyl-1-iodopropane). The solvent is CN(C=O)C (N,N-dimethylformamide). Isolated yield 89.2%. The product is C1(CCCC1)CCCNCC(OC)OC ((3-Cyclopentyl-propyl)-(2,2-dimethoxy-ethyl)-amine). Run at time 12 hour. Procedure: A mixture of 2-aminoacetaldehyde dimethyl acetal (3.0 mL, 27.5 mmol), solid potassium carbonate (2.1 g, 15.2 mmol), and 3-cyclopentyl-1-iodopropane (3.3 g, 13.9 mmol) in anhydrous N,N-dimethylformamide was stirred for 12 hours at room temperature. The mixture was filtered, and the filtrate was partitioned between water and ethyl acetate. The organic layer was washed with brine, dried (Na2SO4) and concentrated to a crude oil. The crude was passed through a plug of silica gel with ethyl acetate to... Reactants: O=C(O)c1ccccc1OS(=O)(=S)c1ccccc1C(=O)O, C=Cc1cnc(C)c(O)c1CS, CCO. Product: C=Cc1cnc(C)c(O)c1CSSc1ccccc1C(=O)O. RXN SMILES: [C:1](=[O:2])([OH:3])[c:4]1[c:5]([S:10]([O:11][c:12]2[cH:13][cH:14][cH:15][cH:16][c:17]2[C:18]([OH:19])=[O:20])(=[O:21])=[S:22])[cH:6][cH:7][cH:8][cH:9]1.[CH3:23][c:24]1[n:25][cH:26][c:27]([CH:33]=[CH2:34])[c:28]([CH2:31][SH:32])[c:29]1[OH:30].[CH3:35][CH2:36][OH:37]>>[C:1](=[O:2])([OH:3])[c:4]1[c:5]([S:10][S:22][CH2:31][c:28]2[c:27]([CH:33]=[CH2:34])[cH:26][n:25][c:24]([CH3:23])[c:29]2[OH:30])[cH:6][cH:7][cH:8][cH:9]1. Reaction SMILES: [C:15]([OH:16])(=[O:17])[CH3:18].[CH3:13][OH:14].[CH3:1][NH:2][CH2:3][CH2:4][OH:5].[s:6]1[cH:7][c:8]([CH:11]=[O:12])[cH:9][cH:10]1>>[CH3:1][N:2]([CH2:3][CH2:4][OH:5])[CH2:11][c:8]1[cH:7][s:6][cH:10][cH:9]1. Product: CN(CCO)Cc1ccsc1. The reactants are CC(=O)O, CO, CNCCO, O=Cc1ccsc1. Reactants: CC=1C(=NC=C(C1)C)N1CCN(CC1)C(=O)C1=C(C=C(C=C1)N1S(CCC1)(=O)=O)N1C(OCC1)=O (3-{2-[4-(3,5-dimethylpyridin-2-yl)piperazine-1-carbonyl]-5-(1,1-dioxo-1λ6-isothiazolidin-2-yl)phenyl}oxazolidin-2-one), Cl.C(C)(=O)OCC (hydrogen chloride ethyl acetate). Run in C(C)(=O)OCC (ethyl acetate). The product is Cl.CC=1C(=NC=C(C1)C)N1CCN(CC1)C(=O)C1=C(C=C(C=C1)N1S(CCC1)(=O)=O)N1C(OCC1)=O (3-{2-[4-(3,5-dimethylpyridin-2-yl)piperazine-1-carbonyl]-5-(1,1-dioxo-1λ6-isothiazolidin-2-yl)phenyl}oxazolidin-2-one hydrochloride). RXN SMILES: [CH3:1][C:2]1[C:3]([N:9]2[CH2:14][CH2:13][N:12]([C:15]([C:17]3[CH:22]=[CH:21][C:20]([N:23]4[CH2:27][CH2:26][CH2:25][S:24]4(=[O:29])=[O:28])=[CH:19][C:18]=3[N:30]3[CH2:34][CH2:33][O:32][C:31]3=[O:35])=[O:16])[CH2:11][CH2:10]2)=[N:4][CH:5]=[C:6]([CH3:8])[CH:7]=1.[ClH:36].C(OCC)(=O)C>C(OCC)(=O)C>[ClH:36].[CH3:1][C:2]1[C:3]([N:9]2[CH2:14][CH2:13][N:12]([C:15]([C:17]3[CH:22]=[CH:21][C:20]([N:23]4[CH2:27][CH2:26][CH2:25][S:24]4(=[O:28])=[O:29])=[CH:19][C:18]=3[N:30]3[CH2:34][CH2:33][O:32][C:31]3=[O:35])=[O:16])[CH2:11][CH2:10]2)=[N:4][CH:5]=[C:6]([CH3:8])[CH:7]=1 |f:1.2,4.5|. Reported procedure: To methyl 4-(1,1-dioxo-1λ6-isothiazolidin-2-yl)-2-(2-oxooxazolidin-3-yl)benzoate (170 mg) described in Preparation Example 32 were added methanol (2.5 mL) and 1N aqueous sodium hydroxide solution (0.75 mL), and the mixture was stirred at 60° C. After completion of the reaction, the reaction mixture was neutralized with 1N hydrochloric acid (0.75 mL), 1-(3,5-dimethylpyridin-2-yl)piperazine (96 mg) described in Preparation Example 79 and 4-(4,6-dimethoxy[1.3.5]triazin-2-yl)-4-methylmorpholinium ch... Starting materials: CCC(O)(C=Cc1ccc(C(CC)(CC)c2ccc(-c3cc(CC(=O)OC)cc(OC)c3O)c(C)c2)cc1C)CC, CO, [Cl-], [NH4+], [Na+], C1CCOC1, [OH-]. Product: CCC(O)(C=Cc1ccc(C(CC)(CC)c2ccc(-c3cc(CC(=O)O)cc(OC)c3O)c(C)c2)cc1C)CC. RXN SMILES: [CH3:3][O:4][C:5]([CH2:6][c:7]1[cH:8][c:9](-[c:16]2[c:17]([CH3:42])[cH:18][c:19]([C:22]([CH2:23][CH3:24])([c:25]3[cH:26][c:27]([CH3:39])[c:28]([CH:31]=[CH:32][C:33]([CH2:34][CH3:35])([OH:36])[CH2:37][CH3:38])[cH:29][cH:30]3)[CH2:40][CH3:41])[cH:20][cH:21]2)[c:10]([OH:15])[c:11]([O:13][CH3:14])[cH:12]1)=[O:43].[CH3:51][OH:52].[Cl-:44].[NH4+:45].[Na+:2].[O:46]1[CH2:47][CH2:48][CH2:49][CH2:50]1.[OH-:1]>>[O:4]=[C:5]([CH2:6][c:7]1[cH:8][c:9](-[c:16]2[c:17]([CH3:42])[cH:18][c:19]([C:22]([CH2:23][CH3:24])([c:25]3[cH:26][c:27]([CH3:39])[c:28]([CH:31]=[CH:32][C:33]([CH2:34][CH3:35])([OH:36])[CH2:37][CH3:38])[cH:29][cH:30]3)[CH2:40][CH3:41])[cH:20][cH:21]2)[c:10]([OH:15])[c:11]([O:13][CH3:14])[cH:12]1)[OH:43]. Starting materials: N(C(=S)N)C1=NC=C(C(=O)O)C=C1 (6-thioureido-nicotinic acid), BrC(C=O)C=O (2-bromomalonaldehyde), C(C)(=O)[O-].[Na+] (sodium acetate). Solvent: C(C)(=O)O (acetic acid), O (water). Run at temperature 100 celsius, time 20 minute. Product: C(=O)C1=CN=C(S1)NC1=NC=C(C(=O)O)C=C1 (6-(5-formyl-thiazol-2-ylamino)-nicotinic acid). Yield: 96.3%. As a reaction SMILES: [NH:1]([C:5]1[CH:13]=[CH:12][C:8]([C:9]([OH:11])=[O:10])=[CH:7][N:6]=1)[C:2]([NH2:4])=[S:3].Br[CH:15]([CH:18]=O)[CH:16]=[O:17].C([O-])(=O)C.[Na+]>C(O)(=O)C.O>[CH:16]([C:15]1[S:3][C:2]([NH:1][C:5]2[CH:13]=[CH:12][C:8]([C:9]([OH:11])=[O:10])=[CH:7][N:6]=2)=[N:4][CH:18]=1)=[O:17] |f:2.3|. Procedure details: A mixture of 6-thioureido-nicotinic acid (197 mg, 1 mmol), 2-bromomalonaldehyde (166 mg, 1.1 mmol) and sodium acetate (100 mg) in acetic acid (2 mL) was stirred at 100° C. for 20 min. The mixture was then cooled to RT, diluted with water and the precipitates were collected. The solid was washed with water, then methanol and dried in vacuo to afford 6-(5-formyl-thiazol-2-ylamino)-nicotinic acid, (240 mg, 96%). MS m/z 250 (M+H)+. 1H NMR (DMSO-d6) δ 12.7 (s, 1 H), 9.12 (s, 1 H), 8.92 (s, 1 H), 8.38... The reactants are [Cl-].[NH4+] (ammonium chloride), C1(CC1)Br (cyclopropyl bromide), BrC1=CC(=C(C=O)C=C1)F (4-bromo-2-fluorobenzaldehyde), Grignard reagent, [Mg] (magnesium). The solvent is O1CCCC1 (tetrahydrofuran), O1CCCC1 (tetrahydrofuran), O1CCCC1 (tetrahydrofuran). Run at time 1 hour. Product: BrC1=CC(=C(C=C1)C(=O)C1CC1)F ((4-bromo-2-fluorophenyl)cyclopropyl methanone). RXN SMILES: [Mg].[CH:2]1(Br)[CH2:4][CH2:3]1.[Br:6][C:7]1[CH:14]=[CH:13][C:10]([CH:11]=[O:12])=[C:9]([F:15])[CH:8]=1.[Cl-].[NH4+]>O1CCCC1>[Br:6][C:7]1[CH:14]=[CH:13][C:10]([C:11]([CH:2]2[CH2:4][CH2:3]2)=[O:12])=[C:9]([F:15])[CH:8]=1 |f:3.4|. Procedure: To magnesium (265 mg), tetrahydrofuran (2 mL) was added, and cyclopropyl bromide (1.1 mL) was added slowly at room temperature, and then the reaction mixture was stirred at room temperature for 1 hour. To a solution of 4-bromo-2-fluorobenzaldehyde (2.0 g) in tetrahydrofuran (20 mL) was added the solution of the obtained Grignard reagent in tetrahydrofuran at 0° C., and then the reaction mixture was stirred at room temperature for 2 days. To the reaction mixture was added a saturated aqueous solu... Starting materials: C(C)OC=1C=C2C=CN=CC2=CC1 (6-Ethoxyisoquinoline), C(C#C)Br (propargyl bromide), [I-].[Na+] (sodium iodide). Solvent: C(C)#N (acetonitrile). Product: [I-].C(C)OC=1C=C2C=C[N+](=CC2=CC1)CC#C (6-Ethoxy-2-(2-propynyl)isoquinolinium iodide). Reaction SMILES: [CH2:1]([O:3][C:4]1[CH:5]=[C:6]2[C:11](=[CH:12][CH:13]=1)[CH:10]=[N:9][CH:8]=[CH:7]2)[CH3:2].[CH2:14](Br)[C:15]#[CH:16].[I-:18].[Na+]>C(#N)C>[I-:18].[CH2:1]([O:3][C:4]1[CH:5]=[C:6]2[C:11](=[CH:12][CH:13]=1)[CH:10]=[N+:9]([CH2:16][C:15]#[CH:14])[CH:8]=[CH:7]2)[CH3:2] |f:2.3,5.6|. Reported procedure: 6-Ethoxyisoquinoline (500 mg.), propargyl bromide (500 mg.) and sodium iodide (300 mg.) were heated under reflux in acetonitrile (30 ml) for 5 hrs. The mixture was evaporated to dryness, the residue taken up in hot water (5 ml) and a saturated aqueous solution (5 ml) of sodium iodide added to the cooled filtrate. The solid that precipitated was recrystallised from isopropanol/ether, m.p. 121°-123°. The reactants are CC(=O)O, Cl, Cl[Cu]Cl, O=N[O-], CC(C)(CNC(=O)c1ccc(N)c(F)c1)Oc1ccc(F)cc1, [Na+], O=S=O, O, O, O. Yields the product CC(C)(CNC(=O)c1ccc(S(=O)(=O)Cl)c(F)c1)Oc1ccc(F)cc1. RXN SMILES: [C:33]([OH:34])(=[O:35])[CH3:36].[ClH:31].[Cu:39]([Cl:40])[Cl:41].[N:24]([O-:25])=[O:26].[NH2:1][c:2]1[c:3]([F:23])[cH:4][c:5]([C:6](=[O:7])[NH:8][CH2:9][C:10]([CH3:11])([CH3:12])[O:13][c:14]2[cH:15][cH:16][c:17]([F:20])[cH:18][cH:19]2)[cH:21][cH:22]1.[Na+:27].[O:28]=[S:29]=[O:30].[OH2:32].[OH2:37].[OH2:38]>>[c:2]1([S:29](=[O:28])(=[O:30])[Cl:31])[c:3]([F:23])[cH:4][c:5]([C:6](=[O:7])[NH:8][CH2:9][C:10]([CH3:11])([CH3:12])[O:13][c:14]2[cH:15][cH:16][c:17]([F:20])[cH:18][cH:19]2)[cH:21][cH:22]1.